From a dataset of the Open Reaction Database (ORD), a public repository of structured organic reaction records. describe an organic reaction: reactants, conditions, products, and yield Reactants: IC1=CC=C(C=N1)C(C)(C)NC(C)=O (N-(2-(6-iodopyridin-3-yl)propan-2-yl)acetamide), BrC1=CC=C(C=C1)B(O)O (4-bromophenylboronic acid), C(=O)([O-])[O-].[Na+].[Na+] (Na2CO3). Reagents/catalysts: C=1C=CC(=CC1)[P](C=2C=CC=CC2)(C=3C=CC=CC3)[Pd]([P](C=4C=CC=CC4)(C=5C=CC=CC5)C=6C=CC=CC6)([P](C=7C=CC=CC7)(C=8C=CC=CC8)C=9C=CC=CC9)[P](C=1C=CC=CC1)(C=1C=CC=CC1)C=1C=CC=CC1 (Pd(PPh3)4). The solvent is O1CCOCC1 (dioxane). Conditions: temperature 95 celsius, time 3 hour. Yields the product BrC1=CC=C(C=C1)C1=CC=C(C=N1)C(C)(C)NC(C)=O (N-(2-(6-(4-bromophenyl)pyridin-3-yl)propan-2-yl)acetamide). Isolated yield 75.0%. Reaction SMILES: I[C:2]1[N:7]=[CH:6][C:5]([C:8]([NH:11][C:12](=[O:14])[CH3:13])([CH3:10])[CH3:9])=[CH:4][CH:3]=1.[Br:15][C:16]1[CH:21]=[CH:20][C:19](B(O)O)=[CH:18][CH:17]=1.C([O-])([O-])=O.[Na+].[Na+]>O1CCOCC1.C1C=CC([P]([Pd]([P](C2C=CC=CC=2)(C2C=CC=CC=2)C2C=CC=CC=2)([P](C2C=CC=CC=2)(C2C=CC=CC=2)C2C=CC=CC=2)[P](C2C=CC=CC=2)(C2C=CC=CC=2)C2C=CC=CC=2)(C2C=CC=CC=2)C2C=CC=CC=2)=CC=1>[Br:15][C:16]1[CH:21]=[CH:20][C:19]([C:2]2[N:7]=[CH:6][C:5]([C:8]([NH:11][C:12](=[O:14])[CH3:13])([CH3:10])[CH3:9])=[CH:4][CH:3]=2)=[CH:18][CH:17]=1 |f:2.3.4,^1:40,42,61,80|. Procedure: To a solution of N-(2-(6-iodopyridin-3-yl)propan-2-yl)acetamide, 33-d, (22 g, 72.4 mmol) in dioxane (100 ml) was added 4-bromophenylboronic acid (16 g, 79.6 mmol) and Pd(PPh3)4 (4.2 g, 3.62 mmol) and aq Na2CO3 (2N) (25.3 g, 238.8 mmol). The reaction mixture was then stirred at 95° C. for 3 hours. The reaction mixture was then cooled to room temperature and concentrated under vacuo. The concentrate was extracted with ethyl acetate, washed with brine, and re-concentrated. Purification by silica ge... The reactants are COC=1C=C(C(=O)N2CC(CC2)(CCOS(=O)(=O)C)C2=CC=CC=C2)C=C(C1OC)OC (1-(3,4,5-trimethoxybenzoyl)-3-phenyl-3-(2-methanesulfonyloxyethyl)pyrrolidine), I.FC1=CC=C(CN2C(=NC3=C2C=CC=C3)N3CCNCCC3)C=C1 (4-(1-(4-fluorobenzyl)-1H-benzimidazol-2-yl)[1,4]diazepane hydriodic acid salt). Yields the product COC=1C=C(C(=O)N2CC(CC2)(C2=CC=CC=C2)CCN2CCN(CCC2)C2=NC3=C(N2CC2=CC=C(C=C2)F)C=CC=C3)C=C(C1OC)OC (1-(3,4,5-Trimethoxybenzoyl)-3-(2-(4-(1-(4-fluorobenzyl)-1H-benzimidazol-2-yl)[1,4]diazepan-1-yl)ethyl)-3-phenylpyrrolidine). As a reaction SMILES: [CH3:1][O:2][C:3]1[CH:4]=[C:5]([CH:26]=[C:27]([O:31][CH3:32])[C:28]=1[O:29][CH3:30])[C:6]([N:8]1[CH2:12][CH2:11][C:10]([C:20]2[CH:25]=[CH:24][CH:23]=[CH:22][CH:21]=2)([CH2:13][CH2:14]OS(C)(=O)=O)[CH2:9]1)=[O:7].I.[F:34][C:35]1[CH:57]=[CH:56][C:38]([CH2:39][N:40]2[C:44]3[CH:45]=[CH:46][CH:47]=[CH:48][C:43]=3[N:42]=[C:41]2[N:49]2[CH2:55][CH2:54][CH2:53][NH:52][CH2:51][CH2:50]2)=[CH:37][CH:36]=1>>[CH3:32][O:31][C:27]1[CH:26]=[C:5]([CH:4]=[C:3]([O:2][CH3:1])[C:28]=1[O:29][CH3:30])[C:6]([N:8]1[CH2:12][CH2:11][C:10]([CH2:13][CH2:14][N:52]2[CH2:53][CH2:54][CH2:55][N:49]([C:41]3[N:40]([CH2:39][C:38]4[CH:37]=[CH:36][C:35]([F:34])=[CH:57][CH:56]=4)[C:44]4[CH:45]=[CH:46][CH:47]=[CH:48][C:43]=4[N:42]=3)[CH2:50][CH2:51]2)([C:20]2[CH:25]=[CH:24][CH:23]=[CH:22][CH:21]=2)[CH2:9]1)=[O:7] |f:1.2|. Procedure: Prepare by the method of Example 47.3 using 1-(3,4,5-trimethoxybenzoyl)-3-phenyl-3-(2-methanesulfonyloxyethyl)pyrrolidine (prepared from (−)-3-phenyl-3-(2-hydroxyethyl)pyrrolidine(R,R)-di-p-anisoyltartaric acid salt) (0.72 g, 1.55 mmol) and 4-(1-(4-fluorobenzyl)-1H-benzimidazol-2-yl)[1,4]diazepane hydriodic acid salt (0.88 g, 1.52 mmol) to give the title compound: Rf=0.26 (silica gel, dichloromethane/methanol/concentrated aqueous ammonia 90/10/0.1). Starting materials: CCOC(=O)C=CC(=O)O, CN(C)c1ccncc1, Cc1ccccc1, [Cl-], CN(C)CCCNCCCN(C)C. Product: CCOC(=O)C=CC(=O)N(CCCN(C)C)CCCN(C)C. RXN SMILES: [CH2:15]([CH3:16])[O:17][C:18]([CH:19]=[CH:20][C:21](=[O:22])[OH:23])=[O:24].[CH3:25][N:26]([c:27]1[cH:28][cH:29][n:30][cH:31][cH:32]1)[CH3:33].[CH3:34][c:35]1[cH:36][cH:37][cH:38][cH:39][cH:40]1.[Cl-:14].[NH:1]([CH2:2][CH2:3][CH2:4][N:5]([CH3:6])[CH3:7])[CH2:8][CH2:9][CH2:10][N:11]([CH3:12])[CH3:13]>>[N:1]([CH2:2][CH2:3][CH2:4][N:5]([CH3:6])[CH3:7])([CH2:8][CH2:9][CH2:10][N:11]([CH3:12])[CH3:13])[C:21]([CH:20]=[CH:19][C:18]([O:17][CH2:15][CH3:16])=[O:24])=[O:22]. Starting materials: O=C(n1ccnc1)n1ccnc1, CN1CCNCC1, CCN(C(C)C)C(C)C, ClCCl, O=C(O)CCc1c[nH]c2c1C(=O)CCC2, O. Yields the product CN1CCN(C(=O)CCc2c[nH]c3c2C(=O)CCC3)CC1. As a reaction SMILES: [C:16]([n:17]1[cH:18][cH:19][n:20][cH:21]1)([n:22]1[cH:23][cH:24][n:25][cH:26]1)=[O:27].[CH3:28][N:29]1[CH2:30][CH2:31][NH:32][CH2:33][CH2:34]1.[CH:35]([N:36]([CH2:37][CH3:38])[CH:39]([CH3:40])[CH3:41])([CH3:42])[CH3:43].[Cl:44][CH2:45][Cl:46].[O:1]=[C:2]1[c:3]2[c:4]([CH2:11][CH2:12][C:13](=[O:14])[OH:15])[cH:5][nH:6][c:7]2[CH2:8][CH2:9][CH2:10]1.[OH2:47]>>[O:1]=[C:2]1[c:3]2[c:4]([CH2:11][CH2:12][C:13](=[O:15])[N:32]3[CH2:31][CH2:30][N:29]([CH3:28])[CH2:34][CH2:33]3)[cH:5][nH:6][c:7]2[CH2:8][CH2:9][CH2:10]1. Starting materials: N(=NC(=O)OC(C)C)C(=O)OC(C)C (diisopropyl azodicarboxylate), C(C)(C)(C)OC(=O)N[C@H](CO)C ((S)-2-(N-tert-butoxycarbonylamino)-1-propanol), OC1=CC=C(C(=O)OC)C=C1 (methyl 4-hydroxybenzoate), C1=CC=C(C=C1)P(C2=CC=CC=C2)C3=CC=CC=C3 (Ph3P). The solvent is C1CCOC1 (THF). Run at time 1.5 hour. Product: N[C@H](COC1=CC=C(C(=O)OC)C=C1)C (methyl (S)-4-(2-amino-1-propoxy)benzoate). Isolated yield 39.4%. As a reaction SMILES: C(OC([NH:8][C@@H:9]([CH3:12])[CH2:10][OH:11])=O)(C)(C)C.O[C:14]1[CH:23]=[CH:22][C:17]([C:18]([O:20][CH3:21])=[O:19])=[CH:16][CH:15]=1.C1C=CC(P(C2C=CC=CC=2)C2C=CC=CC=2)=CC=1.N(C(OC(C)C)=O)=NC(OC(C)C)=O>C1COCC1>[NH2:8][C@@H:9]([CH3:12])[CH2:10][O:11][C:14]1[CH:23]=[CH:22][C:17]([C:18]([O:20][CH3:21])=[O:19])=[CH:16][CH:15]=1. Procedure details: To a cooled (0° C.) solution of (S)-2-(N-tert-butoxycarbonylamino)-1-propanol (1.02 g, 5.82 mmol), methyl 4-hydroxybenzoate (0.89 g, 5.85 mmol), and Ph3P (1.98 g, 7.55 mmol) in THF (20 mL) was added diisopropyl azodicarboxylate (DIAD) (1.49 mL, 7.57 mmol), and the resulting mixture was heated under reflux overnight. The solution was evaporated and the residue was dissolved in CH2Cl2 (20 mL) and TFA (10 mL). The mixture was stirred at room temp for 1.5 hr. The solution was concentrated in vacuo a... Starting materials: [O-2].[O-2].[Ti+4] (titanium dioxide), [O-2].[O-2].[Ti+4] (titanium dioxide), P(O)(O)(O)=O (phosphoric acid), O=P12OP3(=O)OP(=O)(O1)OP(=O)(O2)O3 (phosphorus pentoxide), O=P12OP3(=O)OP(=O)(O1)OP(=O)(O2)O3 (phosphorus pentoxide), [O-2].[O-2].[Ti+4] (titanium dioxide). Yields the product [O-]P([O-])(=O)OP(=O)([O-])[O-].[Ti+4] (titanium pyrophosphate). As a reaction SMILES: [O-2].[O-2].[Ti+4:3].P(=O)(O)(O)O.[O:9]=[P:10]12[O:21]P3([O:22][P:12]([O:14]P(O3)([O:17]1)=O)(=[O:13])[O:11]2)=O>>[O-:17][P:10]([O:11][P:12]([O-:22])([O-:14])=[O:13])(=[O:9])[O-:21].[Ti+4:3] |f:0.1.2,5.6|. Reported procedure: The method of the present invention generally involves the mixture of titanium dioxide and hot concentrated phosphoric acid in a reaction vessel. The reaction mixture has a phosphorus pentoxide to titanium dioxide mole ratio greater than one. Preferably, the phosphorus pentoxide to titanium dioxide mole ratio is about 1.06 or more, and most preferably about 1.20 to about 1.25. The reactants are thoroughly mixed and heated at temperatures of about 400° C. to about 500° C. to produce a fine titani... The reactants are FC(C1=CC=C(C=C1)[N+]#[C-])(F)F (4-Trifluoromethyl-phenyl isocyanide), C(C)(C)(C)OC(=O)N1C(C2=C(CC1)N(C(=C2CC2=CC(=CC=C2)N)C2=NC(=NC=C2)N)C)=O (3-(3-Amino-benzyl)-2-(2-amino-pyrimidin-4-yl)-1-methyl-4-oxo-1,4,6,7-tetrahydro-pyrrolo[3,2-c]pyridine-5-carboxylic acid tert-butyl ester), CC(C)(C)OC (MTBE). Run in C(Cl)Cl (DCM). Run at time 3 hour. The product is C(C)(C)(C)OC(=O)N1C(C2=C(CC1)N(C(=C2CC2=CC(=CC=C2)NC(=O)NC2=CC=C(C=C2)C(F)(F)F)C2=NC(=NC=C2)N)C)=O (2-(2-Amino-pyrimidin-4-yl)-1-methyl-4-oxo-3-{3-[3-(4-trifluoromethyl-phenyl)-ureido]-benzyl}-1,4,6,7-tetrahydro-pyrrolo[3,2-c]pyridine-5-carboxylic acid tert-butyl ester). Isolated yield 93.0%. As a reaction SMILES: [F:1][C:2]([F:12])([F:11])[C:3]1[CH:8]=[CH:7][C:6]([N+:9]#[C-:10])=[CH:5][CH:4]=1.[C:13]([O:17][C:18]([N:20]1[CH2:25][CH2:24][C:23]2[N:26]([CH3:44])[C:27]([C:37]3[CH:42]=[CH:41][N:40]=[C:39]([NH2:43])[N:38]=3)=[C:28]([CH2:29][C:30]3[CH:35]=[CH:34][CH:33]=[C:32]([NH2:36])[CH:31]=3)[C:22]=2[C:21]1=[O:45])=[O:19])([CH3:16])([CH3:15])[CH3:14].CC([O:50]C)(C)C>C(Cl)Cl>[C:13]([O:17][C:18]([N:20]1[CH2:25][CH2:24][C:23]2[N:26]([CH3:44])[C:27]([C:37]3[CH:42]=[CH:41][N:40]=[C:39]([NH2:43])[N:38]=3)=[C:28]([CH2:29][C:30]3[CH:35]=[CH:34][CH:33]=[C:32]([NH:36][C:10]([NH:9][C:6]4[CH:5]=[CH:4][C:3]([C:2]([F:11])([F:12])[F:1])=[CH:8][CH:7]=4)=[O:50])[CH:31]=3)[C:22]=2[C:21]1=[O:45])=[O:19])([CH3:15])([CH3:16])[CH3:14]. Procedure details: 4-Trifluoromethyl-phenyl isocyanide (0.018 g, 0.096 mmol) was added to a solution of 3-(3-Amino-benzyl)-2-(2-amino-pyrimidin-4-yl)-1-methyl-4-oxo-1,4,6,7-tetrahydro-pyrrolo[3,2-c]pyridine-5-carboxylic acid tert-butyl ester (0.039 g, 0.088 mmol) (prepared as described in Example 6) in DCM (2.0 ml) and the reaction mixture was stirred at room temperature for 3 h, under an argon atmosphere. MTBE (5.0 ml) was added to the reaction mixture and the organic layer was washed with purite water (1×5.0 ml)... The reactants are C(C)(C)(C)OC(NC(C)(C1=CC(=CC=C1)NC(=S)N)C)=O (N-(1-methyl-1-(3-thioureidophenyl)ethyl)carbamic acid t-butyl ester), C(C)I (ethyl iodide). Yields the product C(C)(C)(C)OC(NC(C)(C1=CC(=CC=C1)NC(SCC)=N)C)=O (N-(1-methyl-1-(3-(S-ethylisothioureido)phenyl)ethyl)carbamic acid t-butyl ester). Isolated yield 97.0%. Reaction SMILES: [C:1]([O:5][C:6](=[O:21])[NH:7][C:8]([CH3:20])([C:10]1[CH:15]=[CH:14][CH:13]=[C:12]([NH:16][C:17]([NH2:19])=[S:18])[CH:11]=1)[CH3:9])([CH3:4])([CH3:3])[CH3:2].[CH2:22](I)[CH3:23]>>[C:1]([O:5][C:6](=[O:21])[NH:7][C:8]([CH3:9])([C:10]1[CH:15]=[CH:14][CH:13]=[C:12]([NH:16][C:17](=[NH:19])[S:18][CH2:22][CH3:23])[CH:11]=1)[CH3:20])([CH3:2])([CH3:3])[CH3:4]. Reported procedure: Using the compound obtained in Example 3 as a starting material and also using ethyl iodide as a reagent, reaction was performed as in Example 29 to give 110 mg of the titled compound (yield, 97%). Reactants: FC(OC=1C=C(C=CC1)B(O)O)(F)F ((3-(trifluoromethoxy)phenyl)boronic acid), BrC1=CN(C2=CC(=CC=C12)S(=O)(=O)N(C1=NC=NS1)CC1=C(C=C(C=C1)OC)OC)C (3-bromo-N-(2,4-dimethoxybenzyl)-1-methyl-N-(1,2,4-thiadiazol-5-yl)-1H-indole-6-sulfonamide). Product: CN1C=C(C2=CC=C(C=C12)S(=O)(=O)NC1=NC=NS1)C1=CC(=CC=C1)OC(F)(F)F (1-methyl-N-(1,2,4-thiadiazol-5-yl)-3-(3-(trifluoromethoxy)phenyl)-1H-indole-6-sulfonamide). RXN SMILES: [F:1][C:2]([F:14])([F:13])[O:3][C:4]1[CH:5]=[C:6](B(O)O)[CH:7]=[CH:8][CH:9]=1.Br[C:16]1[C:24]2[C:19](=[CH:20][C:21]([S:25]([N:28](CC3C=CC(OC)=CC=3OC)[C:29]3[S:33][N:32]=[CH:31][N:30]=3)(=[O:27])=[O:26])=[CH:22][CH:23]=2)[N:18]([CH3:45])[CH:17]=1>>[CH3:45][N:18]1[C:19]2[C:24](=[CH:23][CH:22]=[C:21]([S:25]([NH:28][C:29]3[S:33][N:32]=[CH:31][N:30]=3)(=[O:26])=[O:27])[CH:20]=2)[C:16]([C:6]2[CH:7]=[CH:8][CH:9]=[C:4]([O:3][C:2]([F:14])([F:13])[F:1])[CH:5]=2)=[CH:17]1. Procedure: The title compound was prepared in an analogous manner to that described in Example 28 using (3-(trifluoromethoxy)phenyl)boronic acid and 3-bromo-N-(2,4-dimethoxybenzyl)-1-methyl-N-(1,2,4-thiadiazol-5-yl)-1H-indole-6-sulfonamide, and the desired product, 1-methyl-N-(1,2,4-thiadiazol-5-yl)-3-(3-(trifluoromethoxy)phenyl)-1H-indole-6-sulfonamide, was isolated as an off-white solid. 1H NMR (500 MHz, DMSO-d6) δ ppm 3.89 (s, 3 H) 7.22 (d, J=8.25 Hz, 1 H) 7.54-7.58 (m, 3 H) 7.71 (d, J=8.02 Hz, 1 H) 7.8... Starting materials: C(C1=CC=CC=C1)C1C(=CC(O1)=O)O (5-benzyl-4-hydroxy-5H-furan-2-one), C(C1=CC=CC=C1)=O (benzaldehyde), CN1C=C(C2=CC=CC=C12)CCNC(C)=O (N-[2-(1-methyl-1H-indol-3-yl)-ethyl]-acetamide). Yields the product C(C1=CC=CC=C1)C1C(=C(C(O1)=O)C(C=1N(C2=CC=CC=C2C1CCNC(C)=O)C)C1=CC=CC=C1)O (N-(2-{2-[(5-benzyl-4-hydroxy-2-oxo-2,5-dihydro-furan-3-yl)-phenyl-methyl]-1-methyl-1H-indol-3-yl}-ethyl)-acetamide). RXN SMILES: [CH2:1]([CH:8]1[O:12][C:11](=[O:13])[CH:10]=[C:9]1[OH:14])[C:2]1[CH:7]=[CH:6][CH:5]=[CH:4][CH:3]=1.[CH:15](=O)[C:16]1[CH:21]=[CH:20][CH:19]=[CH:18][CH:17]=1.[CH3:23][N:24]1[C:32]2[C:27](=[CH:28][CH:29]=[CH:30][CH:31]=2)[C:26]([CH2:33][CH2:34][NH:35][C:36](=[O:38])[CH3:37])=[CH:25]1>>[CH2:1]([CH:8]1[O:12][C:11](=[O:13])[C:10]([CH:15]([C:16]2[CH:21]=[CH:20][CH:19]=[CH:18][CH:17]=2)[C:25]2[N:24]([CH3:23])[C:32]3[C:27]([C:26]=2[CH2:33][CH2:34][NH:35][C:36](=[O:38])[CH3:37])=[CH:28][CH:29]=[CH:30][CH:31]=3)=[C:9]1[OH:14])[C:2]1[CH:3]=[CH:4][CH:5]=[CH:6][CH:7]=1. Reported procedure: Using general procedure C, 5-benzyl-4-hydroxy-5H-furan-2-one (Lit. 13) was reacted with benzaldehyde and N-[2-(1-methyl-1H-indol-3-yl)-ethyl]-acetamide to give N-(2-{2-[(5-benzyl-4-hydroxy-2-oxo-2,5-dihydro-furan-3-yl)-phenyl-methyl]-1-methyl-1H-indol-3-yl}-ethyl)-acetamide as red solid. MS: 493.3 ([M−H]−).